From a dataset of the Open Reaction Database (ORD), a public repository of structured organic reaction records. describe an organic reaction: reactants, conditions, products, and yield Starting materials: ClC1=C(C=C(C=C1)O)F (4-chloro-3-fluorophenol), C1(=CC=CC=C1)[Si]1(CCC(CC1)C1=CC=C(C(=O)O)C=C1)CCCCC (4-(4-phenyl-4-n-pentyl-4-silacyclohexyl)benzoic acid). Product: C(CCCC)[Si@@H]1CC[C@H](CC1)C1=CC=C(C(=O)OC2=CC(=C(C=C2)Cl)F)C=C1 ((4-chloro-3-fluorophenyl) trans-4-(4-n-pentyl-4-silacyclohexyl)benzoate). Reaction SMILES: [Cl:1][C:2]1[CH:7]=[CH:6][C:5]([OH:8])=[CH:4][C:3]=1[F:9].[C:10]1([Si:16]2(CCCCC)[CH2:21][CH2:20][CH:19]([C:22]3[CH:30]=[CH:29][C:25]([C:26](O)=[O:27])=[CH:24][CH:23]=3)[CH2:18][CH2:17]2)C=[CH:14][CH:13]=[CH:12][CH:11]=1>>[CH2:10]([Si@H:16]1[CH2:17][CH2:18][C@H:19]([C:22]2[CH:30]=[CH:29][C:25]([C:26]([O:8][C:5]3[CH:6]=[CH:7][C:2]([Cl:1])=[C:3]([F:9])[CH:4]=3)=[O:27])=[CH:24][CH:23]=2)[CH2:20][CH2:21]1)[CH2:11][CH2:12][CH2:13][CH3:14]. Reported procedure: The general procedure of Example 3 was repeated using 4-chloro-3-fluorophenol and 4-(4-phenyl-4-n-pentyl-4-silacyclohexyl)benzoic acid, thereby obtaining the intended product. Starting materials: O, CC(CO)CCCC(C)C1C(O)CC2C3CC=C4CC(O)CCC4(C)C3CCC21C, Cc1ccc(S(=O)(=O)Cl)cc1. Product: Cc1ccc(S(=O)(=O)OCC(C)CCCC(C)C2C(O)CC3C4CC=C5CC(O)CCC5(C)C4CCC32C)cc1. As a reaction SMILES: [OH2:42].[OH:1][CH:2]1[CH:3]([CH:4]([CH2:5][CH2:6][CH2:7][CH:8]([CH2:9][OH:10])[CH3:11])[CH3:12])[C:13]2([CH3:30])[CH2:14][CH2:15][CH:16]3[C:17]4([CH3:29])[CH2:18][CH2:19][CH:20]([OH:28])[CH2:21][C:22]4=[CH:23][CH2:24][CH:25]3[CH:26]2[CH2:27]1.[c:31]1([CH3:41])[cH:32][cH:33][c:34]([S:37](=[O:38])(=[O:39])[Cl:40])[cH:35][cH:36]1>>[OH:1][CH:2]1[CH:3]([CH:4]([CH2:5][CH2:6][CH2:7][CH:8]([CH2:9][O:10][S:37]([c:34]2[cH:33][cH:32][c:31]([CH3:41])[cH:36][cH:35]2)(=[O:38])=[O:39])[CH3:11])[CH3:12])[C:13]2([CH3:30])[CH2:14][CH2:15][CH:16]3[C:17]4([CH3:29])[CH2:18][CH2:19][CH:20]([OH:28])[CH2:21][C:22]4=[CH:23][CH2:24][CH:25]3[CH:26]2[CH2:27]1. Starting materials: Cl.COC(=O)C1CN(CCC1=O)CC1=CC=CC=C1 (1-benzyl-4-oxo-piperidine-3-carboxylic acid methyl ester hydrochloride), C([O-])([O-])=O (Carbonate), resultant solution, C(C)(=O)[O-].[NH4+] (ammonium acetate), C(#N)[BH3-].[Na+] (sodium cyanoborohydride), resultant mixture. Solvent: CO (MeOH), O (water). Reaction conditions: temperature 25 celsius, time 1 hour. Product: crude product, COC(=O)C1CN(CCC1N)CC1=CC=CC=C1 (4-Amino-1-benzyl-piperidine-3-carboxylic acid methyl ester). RXN SMILES: Cl.[CH3:2][O:3][C:4]([CH:6]1[C:11](=O)[CH2:10][CH2:9][N:8]([CH2:13][C:14]2[CH:19]=[CH:18][CH:17]=[CH:16][CH:15]=2)[CH2:7]1)=[O:5].C(=O)([O-])[O-].C([O-])(=O)C.[NH4+].C([BH3-])#[N:30].[Na+]>CO.O>[CH3:2][O:3][C:4]([CH:6]1[CH:11]([NH2:30])[CH2:10][CH2:9][N:8]([CH2:13][C:14]2[CH:19]=[CH:18][CH:17]=[CH:16][CH:15]=2)[CH2:7]1)=[O:5] |f:0.1,3.4,5.6|. Procedure: To a 25° C. solution of 1-benzyl-4-oxo-piperidine-3-carboxylic acid methyl ester hydrochloride (2.97 g, 10 mmol) in MeOH (10 mL) was added MP-Carbonate (12 g, 30 mmol, 2.54 mmol/g). After shaking at 25° C. for 1 h, the solution was filtered. To the resultant solution was added ammonium acetate (7.71 g, 100 mmol). After stirring at 65° C. overnight, sodium cyanoborohydride (610 mg, 10 mmol) was added into the resultant mixture and the mixture further stirred for 2 h at 50° C. The solution was the...